Dataset: the Open Reaction Database (ORD), a public repository of structured organic reaction records. Task: describe an organic reaction: reactants, conditions, products, and yield Procedure: Diethyl-carbamic acid 1H-indol-5-yl ester (5.72 g, 24.6 mmol) is dissolved in THF (200 mL) and cooled to 0° C. The flask is purged with nitrogen and then 60% NaH (1.1 g, 27.5 mmol) is added and the mixture stirred in aen ice bath for 30 minutes. At that point TBDMSCl (0.210 g, 1.39 mmol) is added and the reaction is allowed to stir overnight (14 hours). The reaction is quenched with a saturated solution of ammonium chloride and the mixture is diluted with ethyl acetate and water. The organic lay... The reactants are [H-].[Na+] (NaH), N1C=CC2=CC(=CC=C12)OC(N(CC)CC)=O (Diethyl-carbamic acid 1H-indol-5-yl ester), CC(C)(C)[Si](C)(C)Cl (TBDMSCl). As a reaction SMILES: [NH:1]1[C:9]2[C:4](=[CH:5][C:6]([O:10][C:11](=[O:17])[N:12]([CH2:15][CH3:16])[CH2:13][CH3:14])=[CH:7][CH:8]=2)[CH:3]=[CH:2]1.[H-].[Na+].[CH3:20][C:21]([Si:24](Cl)([CH3:26])[CH3:25])([CH3:23])[CH3:22]>C1COCC1>[C:21]([Si:24]([CH3:26])([CH3:25])[N:1]1[C:9]2[C:4](=[CH:5][C:6]([O:10][C:11](=[O:17])[N:12]([CH2:15][CH3:16])[CH2:13][CH3:14])=[CH:7][CH:8]=2)[CH:3]=[CH:2]1)([CH3:23])([CH3:22])[CH3:20] |f:1.2|. Yields the product C(C)(C)(C)[Si](N1C=CC2=CC(=CC=C12)OC(N(CC)CC)=O)(C)C (Diethyl-carbamic acid 1-(tert-butyl-dimethyl-silanyl)-1H-indol-5-yl ester). Solvent: C1CCOC1 (THF). Run at temperature 0 celsius, time 30 minute. Starting materials: Oc1c(Cl)cc(OCC=C(Cl)Cl)cc1Cl, CC(C)OC(=O)N=NC(=O)OC(C)C, C1CCOC1, OCc1ccncc1, c1ccc(P(c2ccccc2)c2ccccc2)cc1. Product: ClC(Cl)=CCOc1cc(Cl)c(OCc2ccncc2)c(Cl)c1. RXN SMILES: [Cl:1][C:2](=[CH:3][CH2:4][O:5][c:6]1[cH:7][c:8]([Cl:14])[c:9]([OH:13])[c:10]([Cl:12])[cH:11]1)[Cl:15].[O:43]=[C:44]([O:45][CH:46]([CH3:47])[CH3:48])[N:49]=[N:50][C:51]([O:52][CH:53]([CH3:54])[CH3:55])=[O:56].[O:57]1[CH2:58][CH2:59][CH2:60][CH2:61]1.[OH:16][CH2:17][c:18]1[cH:19][cH:20][n:21][cH:22][cH:23]1.[c:24]1([P:25]([c:26]2[cH:27][cH:28][cH:29][cH:30][cH:31]2)[c:32]2[cH:33][cH:34][cH:35][cH:36][cH:37]2)[cH:38][cH:39][cH:40][cH:41][cH:42]1>>[Cl:1][C:2](=[CH:3][CH2:4][O:5][c:6]1[cH:7][c:8]([Cl:14])[c:9]([O:13][CH2:17][c:18]2[cH:19][cH:20][n:21][cH:22][cH:23]2)[c:10]([Cl:12])[cH:11]1)[Cl:15]. Starting materials: [Li]C(C)(C)C, CC(C)(C)S(=O)N=CC(CO[Si](C)(C)C(C)(C)C)O[Si](C)(C)C(C)(C)C, C1CCOC1, CC#C[Si](C)(C)C, CCCCC, CCOCC, CC(N(C)C)N(C)C. The product is CC(C)(C)S(=O)NC(CC#C[Si](C)(C)C)C(CO[Si](C)(C)C(C)(C)C)O[Si](C)(C)C(C)(C)C. Reaction SMILES: [C:16]([Li:17])([CH3:18])([CH3:19])[CH3:20].[C:26]([CH3:27])([CH3:28])([CH3:29])[Si:30]([O:31][CH:32]([CH:33]=[N:34][S:35](=[O:36])[C:37]([CH3:38])([CH3:39])[CH3:40])[CH2:41][O:42][Si:43]([CH3:44])([CH3:45])[C:46]([CH3:47])([CH3:48])[CH3:49])([CH3:50])[CH3:51].[CH2:57]1[O:58][CH2:59][CH2:60][CH2:61]1.[CH3:1][Si:2]([C:3]#[C:4][CH3:5])([CH3:6])[CH3:7].[CH3:21][CH2:22][CH2:23][CH2:24][CH3:25].[CH3:52][CH2:53][O:54][CH2:55][CH3:56].[CH3:8][N:9]([CH3:10])[CH:11]([N:12]([CH3:13])[CH3:14])[CH3:15]>>[CH3:1][Si:2]([C:3]#[C:4][CH2:5][CH:33]([CH:32]([O:31][Si:30]([C:26]([CH3:27])([CH3:28])[CH3:29])([CH3:50])[CH3:51])[CH2:41][O:42][Si:43]([CH3:44])([CH3:45])[C:46]([CH3:47])([CH3:48])[CH3:49])[NH:34][S:35](=[O:36])[C:37]([CH3:38])([CH3:39])[CH3:40])([CH3:6])[CH3:7]. As a reaction SMILES: [CH3:12][CH2:13][C:14](=[O:15])[OH:16].[CH3:21][CH2:22][OH:23].[OH:17][N+:18]([O-:19])=[O:20].[OH:1][c:2]1[cH:3][cH:4][n:5][c:6]2[cH:7][cH:8][cH:9][cH:10][c:11]12>>[OH:1][c:2]1[c:3]([N+:18](=[O:17])[O-:19])[cH:4][n:5][c:6]2[cH:7][cH:8][cH:9][cH:10][c:11]12. Product: O=[N+]([O-])c1cnc2ccccc2c1O. Reactants: CCC(=O)O, CCO, O=[N+]([O-])O, Oc1ccnc2ccccc12. The reactants are BrC1=NOC(C1)C(=O)OCC (ethyl 3-bromo-4,5-dihydroisoxazole-5-carboxylate), N (ammonia). The solvent is CO (MeOH). Yields the product BrC1=NOC(C1)C(=O)N (3-Bromo-4,5-dihydroisoxazole-5-carboxamide). As a reaction SMILES: [Br:1][C:2]1[CH2:6][CH:5]([C:7]([O:9]CC)=O)[O:4][N:3]=1.[NH3:12]>CO>[Br:1][C:2]1[CH2:6][CH:5]([C:7]([NH2:12])=[O:9])[O:4][N:3]=1. Procedure: A mixture of ethyl 3-bromo-4,5-dihydroisoxazole-5-carboxylate (6.2 g, 28 mmol) and a solution of 2M ammonia in MeOH (56 mL) was stirred at room temperature for 1-2 h. Volatile materials were removed in vacuo to give the crude title compound as a white solid. Reactants: BrB(Br)Br, COc1ccc(S(C)(=O)=O)cc1N, ClC(Cl)Cl. The product is CS(=O)(=O)c1ccc(O)c(N)c1. Reaction SMILES: [B:14]([Br:15])([Br:16])[Br:17].[CH3:1][O:2][c:3]1[c:4]([NH2:5])[cH:6][c:7]([S:10](=[O:11])(=[O:12])[CH3:13])[cH:8][cH:9]1.[CH:18]([Cl:19])([Cl:20])[Cl:21]>>[OH:2][c:3]1[c:4]([NH2:5])[cH:6][c:7]([S:10](=[O:11])(=[O:12])[CH3:13])[cH:8][cH:9]1. Reactants: C(C)OC(CN(CC(=O)OCC)C(C1=CC(=CC(=C1)[N+](=O)[O-])[N+](=O)[O-])=O)=O (N-(3,5-dinitrobenzoyl)-N-(2-ethoxy-2-oxoethyl)glycine ethyl ester). The reagents and catalysts are [Pd] (palladium on carbon). Run in C1CCOC1 (THF). Run at time 2.5 hour. Yields the product C(C)OC(CN(CC(=O)OCC)C(C1=CC(=CC(=C1)N)N)=O)=O (N-(3,5-diaminobenzoyl)-N-(2-ethoxy-2-oxoethyl)glycine ethyl ester). Yield: 97.6%. Reaction SMILES: [CH2:1]([O:3][C:4](=[O:27])[CH2:5][N:6]([C:13](=[O:26])[C:14]1[CH:19]=[C:18]([N+:20]([O-])=O)[CH:17]=[C:16]([N+:23]([O-])=O)[CH:15]=1)[CH2:7][C:8]([O:10][CH2:11][CH3:12])=[O:9])[CH3:2]>[Pd].C1COCC1>[CH2:11]([O:10][C:8](=[O:9])[CH2:7][N:6]([C:13](=[O:26])[C:14]1[CH:19]=[C:18]([NH2:20])[CH:17]=[C:16]([NH2:23])[CH:15]=1)[CH2:5][C:4]([O:3][CH2:1][CH3:2])=[O:27])[CH3:12]. Procedure details: A mixture of 5.95 g of N-(3,5-dinitrobenzoyl)-N-(2-ethoxy-2-oxoethyl)glycine ethyl ester and 0.75 g of 10% palladium on carbon in 75 ml of THF was shaken under an initial hydrogen pressure of 54 psi in a Parr Hydrogenator until uptake ceased after 2.5 hours. The catalyst was removed by filtration and the filtrate was concentrated at reduced pressure to give 4.9 g of N-(3,5-diaminobenzoyl)-N-(2-ethoxy-2-oxoethyl)glycine ethyl ester as a yellow oil. The mass spectrum was compatible with the struct... Procedure details: A solution of 3,6-dichloro-4H-thieno[3,2-e]-1,2,4-thiadiazine 1,1-dioxide (0.3 g, 1.17 mmol) in 2-amino-2-methyl-1-propanol (2 ml, 21 mmol) was stirred for 40 h at 120° C. in a sealed flask. Water (5 ml) was added to the cooled solution and pH was adjusted to <2 by the addition of 4M hydrochloric acid. The resulting precipitate was isolated by filtration, washed with water, and recrystallised from methanol/water to give 51 mg (14%) of the pure title compound; mp 224-226° C.; 1H-NMR (DMSO-d6): δ1... Product: ClC1=CC=2NC(=NS(C2S1)(=O)=O)NC(CO)(C)C (6-Chloro-3-(2-hydroxy-1,1-dimethylethylamino)-4H-thieno[3,2-e]-1,2,4-thiadiazine 1,1-dioxide). Reactants: ClC1=NS(C2=C(N1)C=C(S2)Cl)(=O)=O (3,6-dichloro-4H-thieno[3,2-e]-1,2,4-thiadiazine 1,1-dioxide), NC(CO)(C)C (2-amino-2-methyl-1-propanol), Cl (hydrochloric acid). RXN SMILES: Cl[C:2]1[NH:7][C:6]2[CH:8]=[C:9]([Cl:11])[S:10][C:5]=2[S:4](=[O:13])(=[O:12])[N:3]=1.[NH2:14][C:15]([CH3:19])([CH3:18])[CH2:16][OH:17].Cl>O>[Cl:11][C:9]1[S:10][C:5]2[S:4](=[O:13])(=[O:12])[N:3]=[C:2]([NH:14][C:15]([CH3:19])([CH3:18])[CH2:16][OH:17])[NH:7][C:6]=2[CH:8]=1. Isolated yield 14.1%. Run in O (Water). Starting materials: CC(=O)N1CCNCC1, CC(=O)O, COc1cc(C=O)cc(NC(=O)OC(C)(C)C)n1, ClCCl. Yields the product COc1cc(CN2CCN(C(C)=O)CC2)cc(NC(=O)OC(C)(C)C)n1. Reaction SMILES: [C:19]([CH3:20])(=[O:21])[N:22]1[CH2:23][CH2:24][NH:25][CH2:26][CH2:27]1.[C:28]([OH:29])(=[O:30])[CH3:31].[CH:1](=[O:2])[c:3]1[cH:4][c:5]([NH:11][C:12]([O:13][C:14]([CH3:15])([CH3:16])[CH3:17])=[O:18])[n:6][c:7]([O:9][CH3:10])[cH:8]1.[Cl:32][CH2:33][Cl:34]>>[CH2:1]([c:3]1[cH:4][c:5]([NH:11][C:12]([O:13][C:14]([CH3:15])([CH3:16])[CH3:17])=[O:18])[n:6][c:7]([O:9][CH3:10])[cH:8]1)[N:25]1[CH2:24][CH2:23][N:22]([C:19]([CH3:20])=[O:21])[CH2:27][CH2:26]1. Reactants: C(#N)C1=CC=C(C=C1)C=1C=NN(C1O)C1=NC=C(C(=O)O)C=C1 (6-(4-(4-cyanophenyl)-5-hydroxy-1H-pyrazol-1-yl)nicotinic acid), C(C)(C)OCCN (2-isopropoxyethanamine). Product: C(#N)C1=CC=C(C=C1)C=1C=NN(C1O)C1=NC=C(C(=O)NCCOC(C)C)C=C1 (6-(4-(4-cyanophenyl)-5-hydroxy-1H-pyrazol-1-yl)-N-(2-isopropoxyethyl)nicotinamide). Reaction SMILES: [C:1]([C:3]1[CH:8]=[CH:7][C:6]([C:9]2[CH:10]=[N:11][N:12]([C:15]3[CH:23]=[CH:22][C:18]([C:19](O)=[O:20])=[CH:17][N:16]=3)[C:13]=2[OH:14])=[CH:5][CH:4]=1)#[N:2].[CH:24]([O:27][CH2:28][CH2:29][NH2:30])([CH3:26])[CH3:25]>>[C:1]([C:3]1[CH:4]=[CH:5][C:6]([C:9]2[CH:10]=[N:11][N:12]([C:15]3[CH:23]=[CH:22][C:18]([C:19]([NH:30][CH2:29][CH2:28][O:27][CH:24]([CH3:26])[CH3:25])=[O:20])=[CH:17][N:16]=3)[C:13]=2[OH:14])=[CH:7][CH:8]=1)#[N:2]. Procedure: The title compound was prepared in a manner similar to Example 74 using 6-(4-(4-cyanophenyl)-5-hydroxy-1H-pyrazol-1-yl)nicotinic acid and 2-isopropoxyethanamine. 1H NMR (400 MHz, DMSO-d6) δ 1.10 (d, J=6.06 Hz, 6H) 3.42 (q, J=5.81 Hz, 2H) 3.48-3.55 (m, 2H) 3.55-3.64 (m, 1H) 7.79 (d, J=8.34 Hz, 2H) 8.15 (br. s., 2H) 8.42 (d, J=7.58 Hz, 1H) 8.68 (br. s., 1H) 8.77 (t, J=5.05 Hz, 1H) 8.92 (s, 1H) 13.54 (br. s., 1H). MS m/z [M+H]+392.1.